Dataset: the Open Reaction Database (ORD), a public repository of structured organic reaction records. Task: describe an organic reaction: reactants, conditions, products, and yield Reactants: CCCC1CCC(C(=O)O)CC1, C(=NC1CCCCC1)=NC1CCCCC1, ClCCl, CCCCCC1CCC(c2ccc(-c3ccc(O)cc3)cc2)CC1. The product is CCCCCC1CCC(c2ccc(-c3ccc(OC(=O)C4CCC(CCC)CC4)cc3)cc2)CC1. Reaction SMILES: [CH2:25]([CH2:26][CH3:27])[CH:28]1[CH2:29][CH2:30][CH:31]([C:34](=[O:35])[OH:36])[CH2:32][CH2:33]1.[CH:37]1([N:38]=[C:39]=[N:40][CH:41]2[CH2:42][CH2:43][CH2:44][CH2:45][CH2:46]2)[CH2:47][CH2:48][CH2:49][CH2:50][CH2:51]1.[Cl:52][CH2:53][Cl:54].[OH:1][c:2]1[cH:3][cH:4][c:5](-[c:8]2[cH:9][cH:10][c:11]([CH:14]3[CH2:15][CH2:16][CH:17]([CH2:20][CH2:21][CH2:22][CH2:23][CH3:24])[CH2:18][CH2:19]3)[cH:12][cH:13]2)[cH:6][cH:7]1>>[O:1]([c:2]1[cH:3][cH:4][c:5](-[c:8]2[cH:9][cH:10][c:11]([CH:14]3[CH2:15][CH2:16][CH:17]([CH2:20][CH2:21][CH2:22][CH2:23][CH3:24])[CH2:18][CH2:19]3)[cH:12][cH:13]2)[cH:6][cH:7]1)[C:34]([CH:31]1[CH2:30][CH2:29][CH:28]([CH2:25][CH2:26][CH3:27])[CH2:33][CH2:32]1)=[O:35]. Starting materials: C(C)OC(=O)CCC1=C(C=CC=C1OCCCC(=O)OCC)CCCCCCOC=1C=C(C=C(C1)C1=CC(=CC=C1)F)C(=O)O (5-{6-[2-(2-ethoxycarbonyl-ethyl)-3-(3-ethoxycarbonyl-propoxy)-phenyl]-hexyloxy}-3′-fluoro-biphenyl-3-carboxylic acid), C1(CC1)N (cyclopropylamine). Product: C(=O)(O)CCC1=C(OCCCC(=O)O)C=CC=C1CCCCCCOC=1C=C(C=C(C1)C(NC1CC1)=O)C1=CC(=CC=C1)F (4-{2-(2-Carboxy-ethyl)-3-[6-(5-cyclopropylcarbamoyl-3′-fluoro-biphenyl-3-yloxy)-hexyl]-phenoxy}-butyric acid). RXN SMILES: C([O:3][C:4]([CH2:6][CH2:7][C:8]1[C:13]([O:14][CH2:15][CH2:16][CH2:17][C:18]([O:20]CC)=[O:19])=[CH:12][CH:11]=[CH:10][C:9]=1[CH2:23][CH2:24][CH2:25][CH2:26][CH2:27][CH2:28][O:29][C:30]1[CH:31]=[C:32]([C:43]([OH:45])=O)[CH:33]=[C:34]([C:36]2[CH:41]=[CH:40][CH:39]=[C:38]([F:42])[CH:37]=2)[CH:35]=1)=[O:5])C.[CH:46]1([NH2:49])[CH2:48][CH2:47]1>>[C:4]([CH2:6][CH2:7][C:8]1[C:9]([CH2:23][CH2:24][CH2:25][CH2:26][CH2:27][CH2:28][O:29][C:30]2[CH:35]=[C:34]([C:36]3[CH:41]=[CH:40][CH:39]=[C:38]([F:42])[CH:37]=3)[CH:33]=[C:32]([C:43](=[O:45])[NH:49][CH:46]3[CH2:48][CH2:47]3)[CH:31]=2)=[CH:10][CH:11]=[CH:12][C:13]=1[O:14][CH2:15][CH2:16][CH2:17][C:18]([OH:20])=[O:19])([OH:3])=[O:5]. Procedure details: The title compound was prepared according to the general procedure described in Steps 7 and 8 of Method C starting from 5-{6-[2-(2-ethoxycarbonyl-ethyl)-3-(3-ethoxycarbonyl-propoxy)-phenyl]-hexyloxy}-3′-fluoro-biphenyl-3-carboxylic acid and cyclopropylamine (25% yield after two steps). Starting materials: C#Cc1cccc(N)c1, CC(C)O, COc1cc2ncnc(Cl)c2cc1OC. Product: Cl, C#Cc1cccc(Nc2ncnc3cc(OC)c(OC)cc23)c1. RXN SMILES: [C:16](#[CH:17])[c:18]1[cH:19][c:20]([NH2:21])[cH:22][cH:23][cH:24]1.[CH:25]([OH:26])([CH3:27])[CH3:28].[Cl:1][c:2]1[n:3][cH:4][n:5][c:6]2[cH:7][c:8]([O:14][CH3:15])[c:9]([O:12][CH3:13])[cH:10][c:11]12>>[ClH:1].[c:2]1([NH:21][c:20]2[cH:19][c:18]([C:16]#[CH:17])[cH:24][cH:23][cH:22]2)[n:3][cH:4][n:5][c:6]2[cH:7][c:8]([O:14][CH3:15])[c:9]([O:12][CH3:13])[cH:10][c:11]12. The reactants are CC(CC)(CCCCCC)O (3-methylnonan-3-ol), N1=CC=CC=C1 (pyridine), C(C1=CC=CC=C1)(=O)Cl (benzoyl chloride). Solvent: C1(=CC=CC=C1)C (toluene), C1(=CC=CC=C1)C (toluene). Reaction conditions: temperature 5 celsius, time 8 hour. The product is CC(CC)(CCCCCC)OC(C1=CC=CC=C1)=O (3-METHYLNONAN-3-YL-BENZOATE). Reaction SMILES: [CH3:1][C:2]([OH:11])([CH2:5][CH2:6][CH2:7][CH2:8][CH2:9][CH3:10])[CH2:3][CH3:4].N1C=CC=CC=1.[C:18](Cl)(=[O:25])[C:19]1[CH:24]=[CH:23][CH:22]=[CH:21][CH:20]=1>C1(C)C=CC=CC=1>[CH3:1][C:2]([O:11][C:18](=[O:25])[C:19]1[CH:24]=[CH:23][CH:22]=[CH:21][CH:20]=1)([CH2:5][CH2:6][CH2:7][CH2:8][CH2:9][CH3:10])[CH2:3][CH3:4]. Procedure: 40.0 G. (0.25 mole) of 3-methylnonan-3-ol, 20. g. of pyridine and 60 ml. of toluene are combined and cooled to 5° C. under agitation. To the resulting solutin is added, under agitation, over a period of 1 to 2 hours while maintaining the reaction temperature between 5°-15° C., a solution of 35.15 g. (0.25 mole) of benzoyl chloride, dissolved in 30 ml. of toluene. The source of cooling is removed and the reaction mixture is agitated overnight, permitting the temperature of the reaction mixture to... Reactants: [H-].[K+] (potassium hydride), C[Si](OCCC1=CC=CC1)(C)C ((2-trimethylsiloxy-ethyl)-cyclopentadiene). Run in O1CCCC1 (tetrahydrofurane), O1CCCC1 (tetrahydrofurane). Reaction conditions: time 2 hour. The product is C[Si](OCC[C-]1C=CC=C1)(C)C.[K+] (potassium (2-trimethylsiloxy-ethyl)-cyclopentadienide). Isolated yield 81.0%. RXN SMILES: [H-].[K+:2].[CH3:3][Si:4]([CH3:14])([CH3:13])[O:5][CH2:6][CH2:7][C:8]1[CH2:12][CH:11]=[CH:10][CH:9]=1>O1CCCC1>[CH3:13][Si:4]([CH3:3])([CH3:14])[O:5][CH2:6][CH2:7][C-:8]1[CH:12]=[CH:11][CH:10]=[CH:9]1.[K+:2] |f:0.1,4.5|. Procedure: To a suspension of 0.5 g (12.4 mmol) of potassium hydride in tetrahydrofurane, 2.25 g (12.4 mmol) of (2-trimethylsiloxy-ethyl)-cyclopentadiene in tetrahydrofurane is added. The reaction is maintained under stirring for 2 hours and then the volatile compounds are eliminated, leaving an oily solid which is washed with hexane in order to obtain a brown solid. (2.2 g Yield: 81%)